From a dataset of the Open Reaction Database (ORD), a public repository of structured organic reaction records. describe an organic reaction: reactants, conditions, products, and yield Reactants: COc1ccc(N2C(=O)C(N3C(=O)c4ccccc4C3=O)C2C=Cc2ccccc2)cc1, [Ce+4], O=[N+]([O-])[O-], O=[N+]([O-])[O-], O=[N+]([O-])[O-], O=[N+]([O-])[O-], O=[N+]([O-])[O-], [NH4+], C1CCOC1, O. Yields the product O=C1NC(C=Cc2ccccc2)C1N1C(=O)c2ccccc2C1=O. As a reaction SMILES: [C:1]1(=[O:32])[c:2]2[c:3]([cH:28][cH:29][cH:30][cH:31]2)[C:4](=[O:27])[N:5]1[CH:6]1[C:7](=[O:26])[N:8]([c:18]2[cH:19][cH:20][c:21]([O:22][CH3:23])[cH:24][cH:25]2)[CH:9]1[CH:10]=[CH:11][c:12]1[cH:13][cH:14][cH:15][cH:16][cH:17]1.[Ce+4:37].[N+:33]([O-:34])([O-:35])=[O:36].[N+:39]([O-:40])([O-:41])=[O:42].[N+:43]([O-:44])([O-:45])=[O:46].[N+:47]([O-:48])([O-:49])=[O:50].[N+:51]([O-:52])([O-:53])=[O:54].[NH4+:38].[O:55]1[CH2:56][CH2:57][CH2:58][CH2:59]1.[OH2:60]>>[C:1]1(=[O:32])[c:2]2[c:3]([cH:28][cH:29][cH:30][cH:31]2)[C:4](=[O:27])[N:5]1[CH:6]1[C:7](=[O:26])[NH:8][CH:9]1[CH:10]=[CH:11][c:12]1[cH:13][cH:14][cH:15][cH:16][cH:17]1.